Dataset: the Open Reaction Database (ORD), a public repository of structured organic reaction records. Task: describe an organic reaction: reactants, conditions, products, and yield The reactants are C(C1=CC=CC=C1)(=O)O (Benzoic acid), C(C(=O)Cl)(=O)Cl (oxalyl chloride), C(Cl)Cl (methylene chloride). Reagents/catalysts: CN(C)C=O (DMF). Yields the product ClCC1=CC=C(C(=O)Cl)C=C1 (4-(Chloromethyl)benzoyl chloride). Isolated yield 94.0%. RXN SMILES: [C:1]([OH:9])(=O)[C:2]1[CH:7]=[CH:6][CH:5]=[CH:4][CH:3]=1.C(Cl)(=O)[C:11]([Cl:13])=O.C(Cl)[Cl:17]>CN(C=O)C>[Cl:13][CH2:11][C:5]1[CH:4]=[CH:3][C:2]([C:1]([Cl:17])=[O:9])=[CH:7][CH:6]=1. Reported procedure: Benzoic acid (20.0 g, 117 mmol) was suspended in 100 mL of freshly distilled methylene chloride with stirring under a nitrogen atmosphere. Approximately 2 drops of DMF was added to the suspension, followed by the dropwise addition of oxalyl chloride (29.7 g, 234 mmol) over a 0.5 h period. The reaction mixture was stirred at ambient temperature for 17 h. The reaction mixture was then concentrated in vacuo @45°-50° C. Toluene (30 mL) was three times added to the residual oil and removed by azeotro... The reactants are CC1=C(C(=O)NC2=C(C(=O)OC(C)(C)C)C=CC(=C2)\C=C\C2=CC(=CC=C2)OC)C=CC=C1C (tert-butyl 2-(2,3-dimethylbenzamido)-4-((E)-2-(3-methoxyphenyl)vinyl)benzoate). Solvent: FC(C(=O)O)(F)F (trifluoroacetic acid). Run at time 2 hour. Product: CC1=C(C(=O)NC2=C(C(=O)O)C=CC(=C2)\C=C\C2=CC(=CC=C2)OC)C=CC=C1C (2-(2,3-dimethylbenzamido)-4-((E)-2-(3-methoxyphenyl)vinyl)benzoic acid). RXN SMILES: [CH3:1][C:2]1[C:33]([CH3:34])=[CH:32][CH:31]=[CH:30][C:3]=1[C:4]([NH:6][C:7]1[CH:19]=[C:18](/[CH:20]=[CH:21]/[C:22]2[CH:27]=[CH:26][CH:25]=[C:24]([O:28][CH3:29])[CH:23]=2)[CH:17]=[CH:16][C:8]=1[C:9]([O:11]C(C)(C)C)=[O:10])=[O:5]>FC(F)(F)C(O)=O>[CH3:1][C:2]1[C:33]([CH3:34])=[CH:32][CH:31]=[CH:30][C:3]=1[C:4]([NH:6][C:7]1[CH:19]=[C:18](/[CH:20]=[CH:21]/[C:22]2[CH:27]=[CH:26][CH:25]=[C:24]([O:28][CH3:29])[CH:23]=2)[CH:17]=[CH:16][C:8]=1[C:9]([OH:11])=[O:10])=[O:5]. Reported procedure: 10 mL of trifluoroacetic acid was added to the obtained tert-butyl 2-(2,3-dimethylbenzamido)-4-((E)-2-(3-methoxyphenyl)vinyl)benzoate and stirred at room temperature for 2 hours. The solvent was evaporated under reduced pressure and methanol was added to the obtained residue and a solid substance was separated by filtration to obtain 15 mg of 2-(2,3-dimethylbenzamido)-4-((E)-2-(3-methoxyphenyl)vinyl)benzoic acid as white solid. Reactants: C1COCCO1, CC(C)(C)[O-], CCOC(C)=O, CC(C)c1cc(C(C)C)c(-c2ccccc2P(C2CCCCC2)C2CCCCC2)c(C(C)C)c1, CC(Nc1cc(OCC2CC2)cc(Cl)n1)c1ccc(F)cc1, Nc1cnccn1, [Na+]. Product: CC(Nc1cc(OCC2CC2)cc(Nc2cnccn2)n1)c1ccc(F)cc1. RXN SMILES: [CH2:76]1[O:77][CH2:78][CH2:79][O:80][CH2:81]1.[CH3:64][C:65]([CH3:66])([O-:67])[CH3:68].[CH3:70][CH2:71][O:72][C:73](=[O:74])[CH3:75].[CH:30]1([P:31]([CH:32]2[CH2:33][CH2:34][CH2:35][CH2:36][CH2:37]2)[c:38]2[cH:39][cH:40][cH:41][cH:42][c:43]2-[c:44]2[c:45]([CH:46]([CH3:47])[CH3:48])[cH:49][c:50]([CH:51]([CH3:52])[CH3:53])[cH:54][c:55]2[CH:56]([CH3:57])[CH3:58])[CH2:59][CH2:60][CH2:61][CH2:62][CH2:63]1.[Cl:1][c:2]1[cH:3][c:4]([O:18][CH2:19][CH:20]2[CH2:21][CH2:22]2)[cH:5][c:6]([NH:8][CH:9]([CH3:10])[c:11]2[cH:12][cH:13][c:14]([F:17])[cH:15][cH:16]2)[n:7]1.[NH2:23][c:24]1[n:25][cH:26][cH:27][n:28][cH:29]1.[Na+:69]>>[c:2]1([NH:23][c:24]2[n:25][cH:26][cH:27][n:28][cH:29]2)[cH:3][c:4]([O:18][CH2:19][CH:20]2[CH2:21][CH2:22]2)[cH:5][c:6]([NH:8][CH:9]([CH3:10])[c:11]2[cH:12][cH:13][c:14]([F:17])[cH:15][cH:16]2)[n:7]1. Yields the product C(C(C)(C)C)(=O)C1=NC(=NN1)C(=O)N (Pivaloyl-s-triazole-3-carboxamide). Solvent: C(C)N(CC)CC (triethylamine). Procedure details: To a cooled, stirred mixture of 3 g. of 1,2,4-triazole-3-carboxamide and 3.4 g. of pivaloyl chloride in 125 ml. of anhydrous diethyl ether is added rapidly 2.75 g. of triethylamine. The cooling bath is removed and the mixture is stirred at room temperature for 24 hours. The off-white solid is collected by filtration and washed thoroughly with diethyl ether and then cold water. The ether-cold water filtrate deposits another solid almost immediately. This solid is collected by filtration and dried... Reaction SMILES: [NH:1]1[CH:5]=[N:4][C:3]([C:6]([NH2:8])=[O:7])=[N:2]1.[C:9](Cl)(=[O:14])[C:10]([CH3:13])([CH3:12])[CH3:11].C(OCC)C>C(N(CC)CC)C>[C:9]([C:5]1[NH:1][N:2]=[C:3]([C:6]([NH2:8])=[O:7])[N:4]=1)(=[O:14])[C:10]([CH3:13])([CH3:12])[CH3:11]. The reactants are N1N=C(N=C1)C(=O)N (1,2,4-triazole-3-carboxamide), C(C(C)(C)C)(=O)Cl (pivaloyl chloride), C(C)OCC (diethyl ether). Reactants: FC=1C=C(C=CC1F)C1(CNCC1)O (3-(3,4-difluorophenyl)-pyrrolidin-3-ol), C(\C=C\C(=O)O)(=O)O (fumaric acid), C=O (formaldehyde), amine. Solvent: C(=O)O (formic acid). Run at time 24 hour. The product is FC=1C=C(C=CC1F)C1(CN(CC1)C)O (3-(3,4-DIFLUOROPHENYL)-1-METHYLPYRROLIDIN-3-OL). Reaction SMILES: [F:1][C:2]1[CH:3]=[C:4]([C:9]2([OH:14])[CH2:13][CH2:12][NH:11][CH2:10]2)[CH:5]=[CH:6][C:7]=1[F:8].C=O.[C:17](O)(=O)/C=C/C(O)=O>C(O)=O>[F:1][C:2]1[CH:3]=[C:4]([C:9]2([OH:14])[CH2:13][CH2:12][N:11]([CH3:17])[CH2:10]2)[CH:5]=[CH:6][C:7]=1[F:8]. Reported procedure: Preparation according to Example 26: 3-(3,4-difluorophenyl)-pyrrolidin-3-ol (1.32 g, 6.63 mmol), formic acid (19.2 mL), aqueous formaldehyde (40%, 17.2 mL). 60° C. for 24 h. Yield: 0.83 g. The amine was converted to the fumaric acid salt and recrystallized from methanol/diethyl ether/diisopropyl ether: M.p. 164-166° C.; MS m/z (relative intensity, 70 eV) 213 (M+, 7), 141 (10), 113 (10), 58 (43), 57 (bp). Reactants: CC(C)OC(=O)/N=N/C(=O)OC(C)C (DIAD), BrC1=CC(NN(C1=O)CC1=CC=C(C=C1)OC)=O (5-bromo-1-(4-methoxybenzyl)-1,2-dihydropyridazine-3,6-dione), COC=1C=CC(=NC1)[C@@H]1[C@H](C1)CO (((1S,2S)-2-(5-methoxypyridin-2-yl)cyclopropyl)methanol), C1=CC=C(C=C1)P(C2=CC=CC=C2)C3=CC=CC=C3 (PPh3). The solvent is C1CCOC1 (THF). Yields the product BrC=1C(N(N=C(C1)OC[C@@H]1[C@H](C1)C1=NC=C(C=C1)OC)CC1=CC=C(C=C1)OC)=O (4-bromo-2-(4-methoxybenzyl)-6-(((1S,2S)-2-(5-methoxypyridin-2-yl)cyclopropyl)methoxy)pyridazin-3(2H)-one). As a reaction SMILES: CC(OC(/N=N/C(OC(C)C)=O)=O)C.[Br:15][C:16]1[C:21](=[O:22])[N:20]([CH2:23][C:24]2[CH:29]=[CH:28][C:27]([O:30][CH3:31])=[CH:26][CH:25]=2)[NH:19][C:18](=[O:32])[CH:17]=1.[CH3:33][O:34][C:35]1[CH:36]=[CH:37][C:38]([C@H:41]2[CH2:43][C@@H:42]2[CH2:44]O)=[N:39][CH:40]=1.C1C=CC(P(C2C=CC=CC=2)C2C=CC=CC=2)=CC=1>C1COCC1>[Br:15][C:16]1[C:21](=[O:22])[N:20]([CH2:23][C:24]2[CH:29]=[CH:28][C:27]([O:30][CH3:31])=[CH:26][CH:25]=2)[N:19]=[C:18]([O:32][CH2:44][C@H:42]2[CH2:43][C@@H:41]2[C:38]2[CH:37]=[CH:36][C:35]([O:34][CH3:33])=[CH:40][N:39]=2)[CH:17]=1. Procedure details: DIAD (0.625 ml, 3.21 mmol) was added to a mixture of 5-bromo-1-(4-methoxybenzyl)-1,2-dihydropyridazine-3,6-dione (500 mg, 1.607 mmol), ((1S,2S)-2-(5-methoxypyridin-2-yl)cyclopropyl)methanol (288 mg, 1.607 mmol) and PPh3 (843 mg, 3.21 mmol) in THF (15 ml) at 0° C. The reactants are N1(CCNCC1)C(=O)OCC1=CC=CC=C1 (benzyl piperazine-1-carboxylate), C1C(C)O1 (propylene oxide), C[Al](C)C (trimethylaluminum), C1(=CC=CC=C1)C (toluene), [F-].[Na+] (sodium fluoride), O (water). Solvent: C(Cl)Cl (DCM), C(Cl)Cl (DCM). Run at temperature 0 celsius, time 10 minute. Yields the product OC(CN1CCN(CC1)C(=O)OCC1=CC=CC=C1)C (benzyl 4-(2-hydroxypropyl)piperazine-1-carboxylate). Yield: 86.2%. As a reaction SMILES: [CH2:1]1[O:4][CH:2]1[CH3:3].C[Al](C)C.C1(C)C=CC=CC=1.[N:16]1([C:22]([O:24][CH2:25][C:26]2[CH:31]=[CH:30][CH:29]=[CH:28][CH:27]=2)=[O:23])[CH2:21][CH2:20][NH:19][CH2:18][CH2:17]1.[F-].[Na+].O>C(Cl)Cl>[OH:4][CH:2]([CH3:3])[CH2:1][N:19]1[CH2:20][CH2:21][N:16]([C:22]([O:24][CH2:25][C:26]2[CH:31]=[CH:30][CH:29]=[CH:28][CH:27]=2)=[O:23])[CH2:17][CH2:18]1 |f:4.5|. Procedure details: To a solution of propylene oxide (4.0 mL, 57 mmol) in DCM (160 mL) was added 2.0 M of trimethylaluminum in toluene (27 mL, 54 mmol) at −78° C. under N2. After being stirred at that temperature for 10 min, a solution of benzyl piperazine-1-carboxylate (from Aldrich, 9 mL, 40 mmol) in DCM (60 mL) was added. The resulting reaction mixture was stirred at −78° C. for 30 min. The reaction was then allowed to warm up to 0° C., stirring for another 30 min. To the reaction mixture was added sodium fluori...